Dataset: the Open Reaction Database (ORD), a public repository of structured organic reaction records. Task: describe an organic reaction: reactants, conditions, products, and yield The reactants are IC=1N=CN(C1)C(C1=CC=CC=C1)(C1=CC=CC=C1)C1=CC=CC=C1 (4-Iodo-1-trityl-1H-imidazole), C(C)[Mg]Br (ethylmagnesium bromide), tetrakis(triphenyl)phosphine, BrC=1C=NC(=NC1)C1=CC=CC=C1 (5-bromo-2-phenylpyrimidine). The reagents and catalysts are [Pd] (palladium), [Cl-].[Zn+2].[Cl-] (zinc chloride). Run in C1CCOC1 (THF), ClCCl (dichloromethane). Reaction conditions: temperature 70 celsius, time 90 minute. The product is desired intermediate, C1(=CC=CC=C1)C1=NC=C(C=N1)C=1N=CN(C1)C(C1=CC=CC=C1)(C1=CC=CC=C1)C1=CC=CC=C1 (2-phenyl-5-(1-trityl-1H-imidazol-4-yl)pyrimidine). RXN SMILES: I[C:2]1[N:3]=[CH:4][N:5]([C:7]([C:20]2[CH:25]=[CH:24][CH:23]=[CH:22][CH:21]=2)([C:14]2[CH:19]=[CH:18][CH:17]=[CH:16][CH:15]=2)[C:8]2[CH:13]=[CH:12][CH:11]=[CH:10][CH:9]=2)[CH:6]=1.C([Mg]Br)C.Br[C:31]1[CH:32]=[N:33][C:34]([C:37]2[CH:42]=[CH:41][CH:40]=[CH:39][CH:38]=2)=[N:35][CH:36]=1>C1COCC1.ClCCl.[Cl-].[Zn+2].[Cl-].[Pd]>[C:37]1([C:34]2[N:33]=[CH:32][C:31]([C:2]3[N:3]=[CH:4][N:5]([C:7]([C:8]4[CH:13]=[CH:12][CH:11]=[CH:10][CH:9]=4)([C:20]4[CH:21]=[CH:22][CH:23]=[CH:24][CH:25]=4)[C:14]4[CH:15]=[CH:16][CH:17]=[CH:18][CH:19]=4)[CH:6]=3)=[CH:36][N:35]=2)[CH:42]=[CH:41][CH:40]=[CH:39][CH:38]=1 |f:5.6.7|. Procedure: To a solution of 4-Iodo-1-trityl-1H-imidazole (Synthonix, 2.0 g, 4.58 mmol) in THF (50 mL) at room temperature was added ethylmagnesium bromide (Aldrich, 1.0 M solution in THF, 5.5 mL, 5.50 mmol) under dry conditions. After stirring for 90 minutes, zinc chloride (Aldrich, 0.749. g, 5.50 mmol) was added to the reaction mixture. After stirring for an additional 90 minutes, tetrakis(triphenyl)phosphine)palladium (Strem, 0.529 g, 0.46 mmol) and 5-bromo-2-phenylpyrimidine (as prepared in Example 1, s... The reactants are Cl (HCl), O (water), C(C)OC(CCCN1N=NN=C1)=O (4-(tetrazol-1-yl)-butyric acid ethyl ester). Run in C(C)(=O)O (acetic acid). Product: N1(N=NN=C1)CCCC(=O)O (4-(tetrazol-1-yl)-butyric acid). As a reaction SMILES: C([O:3][C:4](=[O:13])[CH2:5][CH2:6][CH2:7][N:8]1[CH:12]=[N:11][N:10]=[N:9]1)C.Cl.O>C(O)(=O)C>[N:8]1([CH2:7][CH2:6][CH2:5][C:4]([OH:13])=[O:3])[CH:12]=[N:11][N:10]=[N:9]1. Procedure: 6.65 g of 4-(tetrazol-1-yl)-butyric acid ethyl ester are stirred in 42.7 ml of acetic acid, 8.1 ml of concentrated HCl and 17.2 ml of water for 3 hours at 100°. After cooling, the reaction mixture is concentrated three times each with toluene and ether under reduced pressure in a rotary evaporator. After drying under a high vacuum, the title compound is obtained. The reactants are ClC1=C(C=NC=C1)[N+](=O)[O-] (4-chloro-3-nitropyridine), C1(=CC=CC=C1)NC(CCCCCCCCCCCCC)=O (tetradecanoic acid phenylamide). Product: C1(=CC=CC=C1)N1C(=NC=2C=NC=CC21)CCCCCCCCCCCCC (1-Phenyl-2-tridecyl-1H-imidazo[4,5-c]pyridine). The yield is 33.9%. RXN SMILES: Cl[C:2]1[CH:7]=[CH:6][N:5]=[CH:4][C:3]=1[N+:8]([O-])=O.[C:11]1([NH:17][C:18](=O)[CH2:19][CH2:20][CH2:21][CH2:22][CH2:23][CH2:24][CH2:25][CH2:26][CH2:27][CH2:28][CH2:29][CH2:30][CH3:31])[CH:16]=[CH:15][CH:14]=[CH:13][CH:12]=1>>[C:11]1([N:17]2[C:2]3[CH:7]=[CH:6][N:5]=[CH:4][C:3]=3[N:8]=[C:18]2[CH2:19][CH2:20][CH2:21][CH2:22][CH2:23][CH2:24][CH2:25][CH2:26][CH2:27][CH2:28][CH2:29][CH2:30][CH3:31])[CH:16]=[CH:15][CH:14]=[CH:13][CH:12]=1. Procedure: Method B applied to 4-chloro-3-nitropyridine (79 mg, 0.5 mmol) and tetradecanoic acid phenylamide (182 mg, 0.6 mmol) afforded the title compound as viscous oil (64 mg, 34%). 1H NMR (DMSO) δ 0.83 (t, J=6.7Hz, 3H), 1.16-1.32 (m, 20H), 1.73 (p, J=6.7 Hz, 2H), 2.83 (t, J=6.7Hz, 2H). 7.63-7.71 (m, 6H), 8.56 (d, J=5.2Hz, 1H), 9.43 (s, 1H). The reactants are [Cl-].[Cl-].[Cl-].[Al+3] (aluminum trichloride), COC1=CC=C(C(=O)Cl)C=C1 (4-methoxybenzoyl chloride), COC1=C(CCC(=O)OCC)C=CC(=C1)OC (ethyl 2,4-dimethoxyhydrocinnamate). The solvent is ClCCCl (1,2-dichloroethane), ClCCCl (1,2-dichloroethane). Conditions: temperature 0 celsius. The product is COC1=C(C=C(C(=C1)OC)C(C1=CC=C(C=C1)OC)=O)CCC(=O)OCC (Ethyl 3-[2,4-dimethoxy-5-(4-methoxybenzoyl)phenyl]propionate). As a reaction SMILES: [Cl-].[Cl-].[Cl-].[Al+3].[CH3:5][O:6][C:7]1[CH:15]=[CH:14][C:10]([C:11](Cl)=[O:12])=[CH:9][CH:8]=1.[CH3:16][O:17][C:18]1[CH:30]=[C:29]([O:31][CH3:32])[CH:28]=[CH:27][C:19]=1[CH2:20][CH2:21][C:22]([O:24][CH2:25][CH3:26])=[O:23]>ClCCCl>[CH3:16][O:17][C:18]1[CH:30]=[C:29]([O:31][CH3:32])[C:28]([C:11](=[O:12])[C:10]2[CH:14]=[CH:15][C:7]([O:6][CH3:5])=[CH:8][CH:9]=2)=[CH:27][C:19]=1[CH2:20][CH2:21][C:22]([O:24][CH2:25][CH3:26])=[O:23] |f:0.1.2.3|. Procedure details: 52 g of aluminum trichloride are suspended in 200 ml of 1,2-dichloroethane and cooled to 0° C. Then, at this temperature, 66.5 g of 4-methoxybenzoyl chloride are added dropwise, followed by 94.7 g of ethyl 2,4-dimethoxyhydrocinnamate in 30 ml of 1,2-dichloroethane. The mixture is then heated at 50° C. with exclusion of moisture until the reaction is complete. The reaction mixture is then poured onto ice-water, and the organic phase is separated off, diluted with 200 ml of methylene chloride and ...